Dataset: the Open Reaction Database (ORD), a public repository of structured organic reaction records. Task: describe an organic reaction: reactants, conditions, products, and yield Starting materials: FC(F)(F)c1cc(CBr)ccc1C1CCCCC1, [Cl-], [H-], [NH4+], [Na+], Sc1ccc(C2OCCCO2)cc1, CN(C)C=O. Yields the product FC(F)(F)c1cc(CSc2ccc(C3OCCCO3)cc2)ccc1C1CCCCC1. RXN SMILES: [Br:16][CH2:17][c:18]1[cH:19][c:20]([C:30]([F:31])([F:32])[F:33])[c:21]([CH:24]2[CH2:25][CH2:26][CH2:27][CH2:28][CH2:29]2)[cH:22][cH:23]1.[Cl-:34].[H-:15].[NH4+:35].[Na+:14].[O:1]1[CH:2]([c:7]2[cH:8][cH:9][c:10]([SH:13])[cH:11][cH:12]2)[O:3][CH2:4][CH2:5][CH2:6]1.[O:36]=[CH:37][N:38]([CH3:39])[CH3:40]>>[O:1]1[CH:2]([c:7]2[cH:8][cH:9][c:10]([S:13][CH2:17][c:18]3[cH:19][c:20]([C:30]([F:31])([F:32])[F:33])[c:21]([CH:24]4[CH2:25][CH2:26][CH2:27][CH2:28][CH2:29]4)[cH:22][cH:23]3)[cH:11][cH:12]2)[O:3][CH2:4][CH2:5][CH2:6]1.